Task: describe an organic reaction: reactants, conditions, products, and yield. Dataset: the Open Reaction Database (ORD), a public repository of structured organic reaction records The reactants are O=[N+]([O-])C1COc2ccc(Br)cc2C1, CC(=O)O, [Zn]. The product is NC1COc2ccc(Br)cc2C1. As a reaction SMILES: [Br:1][c:2]1[cH:3][c:4]2[c:9]([cH:10][cH:11]1)[O:8][CH2:7][CH:6]([N+:12]([O-:13])=[O:14])[CH2:5]2.[CH3:15][C:16](=[O:17])[OH:18].[Zn:19]>>[Br:1][c:2]1[cH:3][c:4]2[c:9]([cH:10][cH:11]1)[O:8][CH2:7][CH:6]([NH2:12])[CH2:5]2. Reactants: CNC (dimethylamine), [C-]#N.[Na+] (sodium cyanide), aqueous solution, CCCCCCCCCC=1C=CC(=CC1)O (nonylphenol), C1CO1 (ethylene oxide), O(C1=CC=CC=C1)C=1C=C(C=O)C=CC1 (3-Phenoxybenzaldehyde), Cl (hydrochloric acid). Run in ClCCl (dichloromethane), O (water), O (water). Run at time 1 hour. Product: CN(C(C#N)C1=CC(=CC=C1)OC1=CC=CC=C1)C (α-(Dimethylamino)-3-phenoxybenzeneacetonitrile). RXN SMILES: [CH3:1][NH:2][CH3:3].Cl.[O:5]([C:12]1[CH:13]=[C:14]([CH:17]=[CH:18][CH:19]=1)[CH:15]=O)[C:6]1[CH:11]=[CH:10][CH:9]=[CH:8][CH:7]=1.[C-:20]#[N:21].[Na+].CCCCCCCCCC1C=CC(O)=CC=1.C1OC1>O.ClCCl>[CH3:1][N:2]([CH3:3])[CH:15]([C:14]1[CH:17]=[CH:18][CH:19]=[C:12]([O:5][C:6]2[CH:11]=[CH:10][CH:9]=[CH:8][CH:7]=2)[CH:13]=1)[C:20]#[N:21] |f:3.4|. Procedure: A solution of dimethylamine in water (5 ml of a 26% w/v solution; 30 mmole) and water (5 ml) was neutralised with concentrated hydrochloric acid. 3-Phenoxybenzaldehyde (3.96 g, 20 mmole) was added to the stirred solution followed by sodium cyanide (1.5 g, 30 mmole) and "Teric" N8 (5 drops of a 10% aqueous solution; "Teric" is an ICI Australia Limited Trade Mark and "Teric" N8 is the product of condensation of nonylphenol and ethylene oxide in the mole ratio of 1:8). The mixture was stirred vigor...